From a dataset of the Open Reaction Database (ORD), a public repository of structured organic reaction records. describe an organic reaction: reactants, conditions, products, and yield Reactants: N12C[C@@H](C(CC1)CC2)OC(C(CC=C)(C=2SC=CC2)O)=O (2-Hydroxy-2-thien-2-ylpent-4-enoic acid (3R)-1-azabicyclo[2.2.2]oct-3-yl ester), O(C1=CC=CC=C1)CCCBr (phenoxypropylbromide). The solvent is C(C)#N (acetonitrile), C(Cl)(Cl)Cl (chloroform). Reaction conditions: time 48 hour. Product: [Br-].OC(C(=O)O[C@H]1C[N+]2(CCC1CC2)CCCOC2=CC=CC=C2)(CC=C)C=2SC=CC2 ((3R)-3-(2-Hydroxy-2-thien-2-ylpent-4-enoyloxy)-1-(3-phenoxypropyl)-1-azoniabicyclo[2.2.2]octane bromide). As a reaction SMILES: [N:1]12[CH2:8][CH2:7][CH:4]([CH2:5][CH2:6]1)[C@@H:3]([O:9][C:10](=[O:21])[C:11]([OH:20])([C:15]1[S:16][CH:17]=[CH:18][CH:19]=1)[CH2:12][CH:13]=[CH2:14])[CH2:2]2.[O:22]([CH2:29][CH2:30][CH2:31][Br:32])[C:23]1[CH:28]=[CH:27][CH:26]=[CH:25][CH:24]=1>C(#N)C.C(Cl)(Cl)Cl>[Br-:32].[OH:20][C:11]([C:15]1[S:16][CH:17]=[CH:18][CH:19]=1)([CH2:12][CH:13]=[CH2:14])[C:10]([O:9][C@@H:3]1[CH:4]2[CH2:5][CH2:6][N+:1]([CH2:31][CH2:30][CH2:29][O:22][C:23]3[CH:28]=[CH:27][CH:26]=[CH:25][CH:24]=3)([CH2:8][CH2:7]2)[CH2:2]1)=[O:21] |f:4.5|. Procedure: 250 mg (0.81 mmol) of 2-Hydroxy-2-thien-2-ylpent-4-enoic acid (3R)-1-azabicyclo[2.2.2]oct-3-yl ester, Intermediate I-3, were dissolved In 5 ml of acetonitrile and 7.5 ml of chloroform. To this solution were added 0.63 ml (4.1 mmol) of phenoxypropylbromide. After stirring for 48 h at room temperature under a N2 atmosphere, solvents were evaporated. Ether was added and the mixture stirred. The solid obtained was filtered and washed several times with ether. The yield was 0.3 g (71%) of the title c... The reactants are ClC=1C(N(N=CC1N1CCNCC1)C)=O (4-chloro-2-methyl-5-(1-piperazinyl)-3(2H)-pyridazinone), C([O-])([O-])=O.[K+].[K+] (potassium carbonate), C1(=CC=CC=C1)C=CCCl (3-phenyl-2-propenyl chloride). The solvent is CN(C=O)C (dimethyl formamide), CN(C=O)C (dimethyl formamide). Conditions: time 24 hour. Yields the product ClC=1C(N(N=CC1N1CCN(CC1)CC=CC1=CC=CC=C1)C)=O (4-Chloro-2 -methyl-5-[4-(3-phenyl-2-propenyl)-1-piperazinyl]-3(2H)-pyridazinone). Yield: 48.3%. Reaction SMILES: [Cl:1][C:2]1[C:3](=[O:15])[N:4]([CH3:14])[N:5]=[CH:6][C:7]=1[N:8]1[CH2:13][CH2:12][NH:11][CH2:10][CH2:9]1.C(=O)([O-])[O-].[K+].[K+].[C:22]1([CH:28]=[CH:29][CH2:30]Cl)[CH:27]=[CH:26][CH:25]=[CH:24][CH:23]=1>CN(C)C=O>[Cl:1][C:2]1[C:3](=[O:15])[N:4]([CH3:14])[N:5]=[CH:6][C:7]=1[N:8]1[CH2:13][CH2:12][N:11]([CH2:30][CH:29]=[CH:28][C:22]2[CH:27]=[CH:26][CH:25]=[CH:24][CH:23]=2)[CH2:10][CH2:9]1 |f:1.2.3|. Reported procedure: 0.75 g (3.3 mmoles) of 4-chloro-2-methyl-5-(1-piperazinyl)-3(2H)-pyridazinone prepared as described hereinafter under the title "Preparation of the starting substances" and 0.91 g (6.6 mmoles) of anhydrous potassium carbonate are suspended in 5 ml of anhydrous dimethyl formamide. Then a solution of 0.5 g (3.3 moles) of 3-phenyl-2-propenyl chloride in 5 ml of anhydrous dimethyl formamide are dropped to the suspension, and the reaction mixture is stirred at room temperature for 24 hours. The dimet... Procedure: By an operation in the same manner as in Example 53 and using (2S,3S,5R)-2,3,5-trimethylpyrrolidin-3-ol 0.5 oxalate (83 mg), 4-fluoro-2-(trifluoromethyl)benzonitrile (203 mg) and lithium carbonate (93 mg), the title compound was obtained as a colorless solid (yield: 61.9 mg, yield: 44%). Yields the product O[C@@]1([C@@H](N([C@@H](C1)C)C1=CC(=C(C#N)C=C1)C(F)(F)F)C)C (4-[(2S,3S,5R)-3-hydroxy-2,3,5-trimethylpyrrolidin-1-yl]-2-(trifluoromethyl)benzonitrile), solid. Isolated yield 44.0%. As a reaction SMILES: [CH:1]1([C@:4]2([OH:12])[CH2:8][CH2:7][NH:6][C@H:5]2[CH:9](C)C)CC1.F[C:14]1[CH:21]=[CH:20][C:17]([C:18]#[N:19])=[C:16]([C:22]([F:25])([F:24])[F:23])[CH:15]=1.[C:26](=O)([O-])[O-].[Li+].[Li+]>>[OH:12][C@@:4]1([CH3:1])[CH2:8][C@@H:7]([CH3:26])[N:6]([C:14]2[CH:21]=[CH:20][C:17]([C:18]#[N:19])=[C:16]([C:22]([F:25])([F:24])[F:23])[CH:15]=2)[C@H:5]1[CH3:9] |f:2.3.4|. Reactants: C([O-])([O-])=O.[Li+].[Li+] (lithium carbonate), C1(CC1)[C@]1([C@@H](NCC1)C(C)C)O ((2S,3R)-3-cyclopropyl-2-isopropylpyrrolidin-3-ol), FC1=CC(=C(C#N)C=C1)C(F)(F)F (4-fluoro-2-(trifluoromethyl)benzonitrile). The reactants are CCOc1cc(C=O)ccc1O, CN(C)C=O, ClCc1ccccc1, [Na+], [OH-], O. Product: CCOc1cc(C=O)ccc1OCc1ccccc1. Reaction SMILES: [CH2:1]([CH3:2])[O:3][c:4]1[cH:5][c:6]([CH:7]=[O:8])[cH:9][cH:10][c:11]1[OH:12].[CH3:24][N:25]([CH3:26])[CH:27]=[O:28].[Cl:15][CH2:16][c:17]1[cH:18][cH:19][cH:20][cH:21][cH:22]1.[Na+:14].[OH-:13].[OH2:23]>>[CH2:1]([CH3:2])[O:3][c:4]1[cH:5][c:6]([CH:7]=[O:8])[cH:9][cH:10][c:11]1[O:12][CH2:16][c:17]1[cH:18][cH:19][cH:20][cH:21][cH:22]1. Starting materials: C(C)OC([C@H](CC1=CC=C(C=C1)OCC(=O)O)OC)=O ((2S)-3-(4-carboxymethoxy-phenyl)-2-methoxy-propionic acid ethyl ester), FC(C1=CC=C(C=C1)N1CCNCC1)(F)F (1-(4-trifluoromethyl-phenyl)-piperazine), C(C)O[C@H](C(=O)O)CC1=CC=C(C=C1)O[C@H](C)C(NCCC1=CC=C(C=C1)OC1=CC=CC=C1)=O ((2S,1R)-2-ethoxy-3-(4-{1-[2-(4-phenoxy-phenyl)-ethylcarbamoyl]-ethoxy}-phenyl)-propionic acid). Product: CO[C@H](C(=O)O)CC1=CC=C(C=C1)OCC(N1CCN(CC1)C1=CC=C(C=C1)C(F)(F)F)=O ((2S)-2-methoxy-3-(4-{2-oxo-2-[4-(4-trifluoromethyl-phenyl)-piperazin-1-yl]-ethoxy}-phenyl)-propionic acid). Reaction SMILES: C([O:3][C:4](=[O:20])[C@@H:5]([O:18][CH3:19])[CH2:6][C:7]1[CH:12]=[CH:11][C:10]([O:13][CH2:14][C:15]([OH:17])=O)=[CH:9][CH:8]=1)C.[F:21][C:22]([F:36])([F:35])[C:23]1[CH:28]=[CH:27][C:26]([N:29]2[CH2:34][CH2:33][NH:32][CH2:31][CH2:30]2)=[CH:25][CH:24]=1.C(O[C@@H](CC1C=CC(O[C@@H](C(=O)NCCC2C=CC(OC3C=CC=CC=3)=CC=2)C)=CC=1)C(O)=O)C>>[CH3:19][O:18][C@@H:5]([CH2:6][C:7]1[CH:8]=[CH:9][C:10]([O:13][CH2:14][C:15](=[O:17])[N:32]2[CH2:31][CH2:30][N:29]([C:26]3[CH:25]=[CH:24][C:23]([C:22]([F:35])([F:36])[F:21])=[CH:28][CH:27]=3)[CH2:34][CH2:33]2)=[CH:11][CH:12]=1)[C:4]([OH:3])=[O:20]. Procedure details: The title compound was prepared from (2S)-3-(4-carboxymethoxy-phenyl)-2-methoxy-propionic acid ethyl ester (PREPARATION 3, step 2) and 1-(4-trifluoromethyl-phenyl)-piperazine via the same procedure used for the preparation of (2S,1R)-2-ethoxy-3-(4-{1-[2-(4-phenoxy-phenyl)-ethylcarbamoyl]-ethoxy}-phenyl)-propionic acid (Example 1, step 3) to produce a colorless oil. MS (ES) for C23H25F3NO5 [M+H]+: 467. Starting materials: [Cl-].[Li+] (lithium chloride), Mg, acetal, solution, C1COC(C2=CC=C(C=C2)Br)O1 (4-bromobenzaldehyde ethylene acetal), II (I2), Cl\C=C/CCl (Z-1,3-dichloropropene). The reagents and catalysts are [Cu]Cl (copper (I) chloride). Solvent: C1CCOC1 (THF), C1CCOC1 (THF), C1CCOC1 (THF). Run at time 1 hour. Product: Cl\C=C/CC1=CC=C(C=O)C=C1 (4(Z-3-chloroallyl)benzaldehyde). Reaction SMILES: II.C1[O:14][CH:6]([C:7]2[CH:12]=[CH:11][C:10](Br)=[CH:9][CH:8]=2)OC1.[Cl-].[Li+].[Cl:17]/[CH:18]=[CH:19]\[CH2:20]Cl>C1COCC1.[Cu]Cl>[Cl:17]/[CH:18]=[CH:19]\[CH2:20][C:10]1[CH:9]=[CH:8][C:7]([CH:6]=[O:14])=[CH:12][CH:11]=1 |f:2.3|. Reported procedure: Dry Mg (1.15 g) under dry N2 in a flask is covered with THF (10 ml) and a crystal of I2 added. 5 ml of a solution of 4-bromobenzaldehyde ethylene acetal (10.0 g) in THF (40 ml) is added and kept until it becomes warm, when it is cooled to 15°, and the remainder of the acetal added over 15 minutes, then stirred for an additional 1 hour. A mixture of ground lithium chloride (0.35 g) and copper (I) chloride (0.70 g) dissolved in THF is prepared, treated with Z-1,3-dichloropropene (8.0 g) produced b... Reactants: IC1=CC2=C(NCCN2CC2=C(C=CC=C2)OC(F)(F)F)N=C1 (7-Iodo-1-[2-(trifluoromethoxy)benzyl]-1,2,3,4-tetrahydropyrido[2,3-b]pyrazine), C(C)OC(=O)C1=CC=C(C=C1)B(O)O ((4-ethoxycarbonylphenyl)boronic acid). Product: C(C)OC(C1=CC=C(C=C1)C1=CC2=C(NCCN2CC2=C(C=CC=C2)OC(F)(F)F)N=C1)=O (4-{1-[2-(Trifluoromethoxy)benzyl]-1,2,3,4-tetrahydropyrido[2,3-b]pyrazin-7-yl}benzoic acid ethyl ester). RXN SMILES: I[C:2]1[CH:23]=[N:22][C:5]2[NH:6][CH2:7][CH2:8][N:9]([CH2:10][C:11]3[CH:16]=[CH:15][CH:14]=[CH:13][C:12]=3[O:17][C:18]([F:21])([F:20])[F:19])[C:4]=2[CH:3]=1.[CH2:24]([O:26][C:27]([C:29]1[CH:34]=[CH:33][C:32](B(O)O)=[CH:31][CH:30]=1)=[O:28])[CH3:25]>>[CH2:24]([O:26][C:27](=[O:28])[C:29]1[CH:34]=[CH:33][C:32]([C:2]2[CH:23]=[N:22][C:5]3[NH:6][CH2:7][CH2:8][N:9]([CH2:10][C:11]4[CH:16]=[CH:15][CH:14]=[CH:13][C:12]=4[O:17][C:18]([F:21])([F:20])[F:19])[C:4]=3[CH:3]=2)=[CH:31][CH:30]=1)[CH3:25]. Procedure: 7-Iodo-1-[2-(trifluoromethoxy)benzyl]-1,2,3,4-tetrahydropyrido[2,3-b]pyrazine (699 mg) was reacted with (4-ethoxycarbonylphenyl)boronic acid as in General Procedure 4B to give the title compound as a yellow solid. m.p.=153° C., LCMS: m/z=458.00 (M+H+), 1H-NMR (CDCl3, 400 MHz) δ 1.38 (3H, t, J=7.1 Hz), 3.47 (2H, m), 3.64 (2H, m), 4.36 (2H, quartet, J=7.1 Hz), 4.56 (2H, s), 5.22 (1H, bs), 6.73 (1H, s), 7.25 (1H, m), 7.31 (2H, m), 7.37 (1H, d, J=7.3 Hz), 7.42 (2H, d, J=7.8 Hz), 7.75 (1H, s), 8.00 (...